From a dataset of the Open Reaction Database (ORD), a public repository of structured organic reaction records. describe an organic reaction: reactants, conditions, products, and yield Starting materials: NC1=CC=C(OCC(=O)OCC)C=C1 (ethyl 2-(4-aminophenoxy)acetate), ClC1=NC=C(C(=N1)NC=1C=C(C=CC1)NC(C=C)=O)F (N-(3-((2-chloro-5-fluoropyrimidin-4-yl)amino)phenyl)acrylamide), hexanes ethyl acetate. The solvent is C(CCC)O (butanol), C(CCC)O (1-butanol). Product: C(C=C)(=O)NC=1C=C(C=CC1)NC1=NC(=NC=C1F)NC1=CC=C(OCC(=O)OCC)C=C1 (ethyl 2-(4-((4-((3-acrylamidophenyl)amino)-5-fluoropyrimidin-2-yl)amino)phenoxy)acetate). Isolated yield 19.5%. RXN SMILES: [NH2:1][C:2]1[CH:14]=[CH:13][C:5]([O:6][CH2:7][C:8]([O:10][CH2:11][CH3:12])=[O:9])=[CH:4][CH:3]=1.Cl[C:16]1[N:21]=[C:20]([NH:22][C:23]2[CH:24]=[C:25]([NH:29][C:30](=[O:33])[CH:31]=[CH2:32])[CH:26]=[CH:27][CH:28]=2)[C:19]([F:34])=[CH:18][N:17]=1>C(O)CCC>[C:30]([NH:29][C:25]1[CH:24]=[C:23]([NH:22][C:20]2[C:19]([F:34])=[CH:18][N:17]=[C:16]([NH:1][C:2]3[CH:3]=[CH:4][C:5]([O:6][CH2:7][C:8]([O:10][CH2:11][CH3:12])=[O:9])=[CH:13][CH:14]=3)[N:21]=2)[CH:28]=[CH:27][CH:26]=1)(=[O:33])[CH:31]=[CH2:32]. Procedure details: A solution of ethyl 2-(4-aminophenoxy)acetate (0.801 g) and N-(3-((2-chloro-5-fluoropyrimidin-4-yl)amino)phenyl)acrylamide (1.0 g) in 1-butanol (10 mL) was heated to 135° C. for 2 hr. The reaction was monitored on TLC using hexanes:ethyl acetate (3:7) as mobile phase. After completion of the reaction, butanol was removed under reduced pressure and water was added. The mixture was extracted with ethyl acetate and the organic layer was dried over sodium sulfate and solvent was removed under reduce... The reactants are ClCCl, O=C(Cl)c1ccc(F)cc1, Nc1ccc([N+](=O)[O-])cc1, O, c1ccncc1. Product: O=C(Nc1ccc([N+](=O)[O-])cc1)c1ccc(F)cc1. RXN SMILES: [Cl:28][CH2:29][Cl:30].[F:17][c:18]1[cH:19][cH:20][c:21]([C:22](=[O:23])[Cl:24])[cH:25][cH:26]1.[NH2:1][c:2]1[cH:3][cH:4][c:5]([N+:8]([O-:9])=[O:10])[cH:6][cH:7]1.[OH2:27].[cH:11]1[cH:12][cH:13][n:14][cH:15][cH:16]1>>[NH:1]([c:2]1[cH:3][cH:4][c:5]([N+:8]([O-:9])=[O:10])[cH:6][cH:7]1)[C:22]([c:21]1[cH:20][cH:19][c:18]([F:17])[cH:26][cH:25]1)=[O:23]. Reactants: Cl (HCl), ClC=1C=C(C(=C(C(=O)OC)C1)C)OC1CCOCC1 (Methyl 5-chloro-2-methyl-3-((tetrahydro-2H-pyran-4-yl)oxy)benzoate), CO (MeOH), [OH-].[Na+] (NaOH). Run at time 16 hour. Product: ClC=1C=C(C(=C(C(=O)O)C1)C)OC1CCOCC1 (5-chloro -2-methyl-3-((tetrahydro-2H-pyran-4-yl)oxy)benzoic acid). The yield is 62.5%. Reaction SMILES: [Cl:1][C:2]1[CH:3]=[C:4]([O:13][CH:14]2[CH2:19][CH2:18][O:17][CH2:16][CH2:15]2)[C:5]([CH3:12])=[C:6]([CH:11]=1)[C:7]([O:9]C)=[O:8].CO.[OH-].[Na+].Cl>>[Cl:1][C:2]1[CH:3]=[C:4]([O:13][CH:14]2[CH2:19][CH2:18][O:17][CH2:16][CH2:15]2)[C:5]([CH3:12])=[C:6]([CH:11]=1)[C:7]([OH:9])=[O:8] |f:2.3|. Reported procedure: Methyl 5-chloro-2-methyl-3-((tetrahydro-2H-pyran-4-yl)oxy)benzoate (from the previous step) was dissolved in MeOH (5.04 mL, 125 mmol) and treated with 8M NaOH (1.869 mL, 14.95 mmol). The reaction was stirred at room temperature for 16 h, at which time the solvent was removed in vacuo and the remaining residue diluted with water (6 mL). The mixture was acidified by drop-wise addition of 6 M HCl (2.91 mL, 17.45 mmol) and the resulting suspension was stirred at room temperature for 30 min. The soli... Starting materials: ClCC(=O)NC1=C(C=C(C=C1)OC)O (2-Chloro-N-(2-hydroxy-4-methoxy-phenyl)-acetamide), C([O-])([O-])=O.[K+].[K+] (potassium carbonate). The solvent is CC(=O)C (acetone). Yields the product COC1=CC2=C(NC(CO2)=O)C=C1 (7-Methoxy-4H-benzo[1,4]oxazin-3-one). Yield: 101.0%. Reaction SMILES: Cl[CH2:2][C:3]([NH:5][C:6]1[CH:11]=[CH:10][C:9]([O:12][CH3:13])=[CH:8][C:7]=1[OH:14])=[O:4].C(=O)([O-])[O-].[K+].[K+]>CC(C)=O>[CH3:13][O:12][C:9]1[CH:10]=[CH:11][C:6]2[NH:5][C:3](=[O:4])[CH2:2][O:14][C:7]=2[CH:8]=1 |f:1.2.3|. Procedure: 2-Chloro-N-(2-hydroxy-4-methoxy-phenyl)-acetamide (390.0 g, 0.18 mol) and powdered potassium carbonate (27.6 g, 0.2 mol) were added to 1000 mL acetone, and the reaction mixture was refluxed under nitrogen for eight hours. The reaction mixture was cooled, solids were removed by filtration, and the liquid was concentrated under reduced pressure to give 32.56 g of crude 7-Methoxy-4H-benzo[1,4]oxazin-3-one. (M+H)=180. Reactants: Cc1c(C2=CCC(c3ccccc3)(N(C)C)CC2)[nH]c2ccc(F)cc12, CC(=O)O, CCO. Yields the product Cc1c(C2CCC(c3ccccc3)(N(C)C)CC2)[nH]c2ccc(F)cc12. Reaction SMILES: [CH3:1][N:2]([C:3]1([c:20]2[cH:21][cH:22][cH:23][cH:24][cH:25]2)[CH2:4][CH:5]=[C:6]([c:9]2[nH:10][c:11]3[cH:12][cH:13][c:14]([F:19])[cH:15][c:16]3[c:17]2[CH3:18])[CH2:7][CH2:8]1)[CH3:26].[CH3:27][C:28](=[O:29])[OH:30].[CH3:31][CH2:32][OH:33]>>[CH3:1][N:2]([C:3]1([c:20]2[cH:21][cH:22][cH:23][cH:24][cH:25]2)[CH2:4][CH2:5][CH:6]([c:9]2[nH:10][c:11]3[cH:12][cH:13][c:14]([F:19])[cH:15][c:16]3[c:17]2[CH3:18])[CH2:7][CH2:8]1)[CH3:26]. Starting materials: NC1=C2N=C(N(C2=NC(=N1)OCCCCO)CC1=CC=CC=C1)OC (6-Amino-9-benzyl-2-(4-hydroxybutoxy)-8-methoxypurine). Run in Cl (hydrochloric acid). Product: NC1=C2N=C(N(C2=NC(=N1)OCCCCO)CC1=CC=CC=C1)O (6-Amino-9-benzyl-8-hydroxy-2-(4-hydroxybutoxy)purine). The yield is 73.2%. RXN SMILES: [NH2:1][C:2]1[N:10]=[C:9]([O:11][CH2:12][CH2:13][CH2:14][CH2:15][OH:16])[N:8]=[C:7]2[C:3]=1[N:4]=[C:5]([O:24]C)[N:6]2[CH2:17][C:18]1[CH:23]=[CH:22][CH:21]=[CH:20][CH:19]=1>Cl>[NH2:1][C:2]1[N:10]=[C:9]([O:11][CH2:12][CH2:13][CH2:14][CH2:15][OH:16])[N:8]=[C:7]2[C:3]=1[N:4]=[C:5]([OH:24])[N:6]2[CH2:17][C:18]1[CH:23]=[CH:22][CH:21]=[CH:20][CH:19]=1. Procedure: 6-Amino-9-benzyl-2-(4-hydroxybutoxy)-8-methoxypurine (114 mg, 0.332 mmol) in concentrated hydrochloric acid (20 ml) was stirred at room temperature for 12 hours. The reaction mixture was evaporated in vacuo to dryness and to the residue was added aqueous ammonia. The resulting crystals were filtered to give the subject compound (80 mg, yield 73%). Starting materials: CC=1C=C(NCCC(=O)O)C=C(C1)C (β-(3,5-Dimethylanilino)propionic acid), S(O)(O)(=O)=O (sulfuric acid). Solvent: ice water. Reaction conditions: time 0.5 hour. The product is CC1=C2C=CC(NC2=CC(=C1)C)=O (5,7-dimethylquinolone). As a reaction SMILES: [CH3:1][C:2]1[CH:3]=[C:4]([CH:11]=[C:12]([CH3:14])[CH:13]=1)[NH:5][CH2:6][CH2:7][C:8](O)=O.S(=O)(=O)(O)[OH:16]>>[CH3:1][C:2]1[CH:13]=[C:12]([CH3:14])[CH:11]=[C:4]2[C:3]=1[CH:8]=[CH:7][C:6](=[O:16])[NH:5]2. Procedure details: β-(3,5-Dimethylanilino)propionic acid (1.2 g) was added by portions to sulfuric acid (60° C., 12 ml), and the mixture was stirred at the same temperature for 0.5 hr. The reaction mixture was poured into ice water (100 ml) and extracted with chloroform (100 ml). After washing with water, the chloroform layer was dried over anhydrous sodium sulfate. The solvent was evaporated under reduced pressure. The residue was purified by silica gel column chromatography (eluent: ethyl acetate/benzene=1/5-1/1... The reactants are C(C)OC(=O)C1=CC=C(OCCN2C(=C(C3=CC=CC=C23)C)N2C=NC=C2)C=C1 (1-[2-(p-ethoxycarbonylphenoxy)-ethyl]-2-(1-imidazolyl)-3-methylindole), [OH-].[Na+] (sodium hydroxide), Cl (hydrochlorid). Solvent: C(C)O (ethanol). Product: C(=O)(O)C1=CC=C(OCCN2C(=C(C3=CC=CC=C23)C)N2C=NC=C2)C=C1 (1-[2-(p-carboxyphenoxy)-ethyl]-2-(1-imidazolyl)-3-methylindole). RXN SMILES: C([O:3][C:4]([C:6]1[CH:29]=[CH:28][C:9]([O:10][CH2:11][CH2:12][N:13]2[C:21]3[C:16](=[CH:17][CH:18]=[CH:19][CH:20]=3)[C:15]([CH3:22])=[C:14]2[N:23]2[CH:27]=[CH:26][N:25]=[CH:24]2)=[CH:8][CH:7]=1)=[O:5])C.[OH-].[Na+].Cl>C(O)C>[C:4]([C:6]1[CH:7]=[CH:8][C:9]([O:10][CH2:11][CH2:12][N:13]2[C:21]3[C:16](=[CH:17][CH:18]=[CH:19][CH:20]=3)[C:15]([CH3:22])=[C:14]2[N:23]2[CH:27]=[CH:26][N:25]=[CH:24]2)=[CH:28][CH:29]=1)([OH:5])=[O:3] |f:1.2|. Procedure: A solution of 1-[2-(p-ethoxycarbonylphenoxy)-ethyl]-2-(1-imidazolyl)-3-methylindole (1.66 g) and 3N sodium hydroxide (20 ml) in absolute ethanol (20 ml) is stirred and refluxed for 2 hours. The solution is cooled and acidified to pH 3 with 3N hydrochlorid acid. The precipitate which forms (m.p.>300°) is collected. This solid is dissolved in a saturated sodium bicarbonate solution and the carboxylic acid is reprecipitated by acidifying the solution to pH 5 with 3N hydrochloric acid. The white sol...